Dataset: the Open Reaction Database (ORD), a public repository of structured organic reaction records. Task: describe an organic reaction: reactants, conditions, products, and yield Starting materials: C(C=CC1=CC=CC=C1)N([C@H]([C@@H](C(=O)OC(C)(C)C)O)C1=CC=CC=C1)[C@H](C1=CC=CC=C1)C ((2S,3S,αS)-t-Butyl 3-(N-cinnamyl-α-methylbenzylamino)-2-hydroxy-3-phenylpropionate), IN1C(CCC1=O)=O (N-iodosuccinimide). The product is C(C=CC1=CC=CC=C1)(=O)N([C@H]([C@@H](C(=O)OC(C)(C)C)O)C1=CC=CC=C1)[C@H](C1=CC=CC=C1)C ((2S,3S,αS)-t-Butyl 3-(N-cinnamoyl-α-methylbenzylamino)-2-hydroxy-3-phenylpropionate). Isolated yield 44.8%. RXN SMILES: [CH2:1]([N:10]([C@@H:27]([CH3:34])[C:28]1[CH:33]=[CH:32][CH:31]=[CH:30][CH:29]=1)[C@@H:11]([C:21]1[CH:26]=[CH:25][CH:24]=[CH:23][CH:22]=1)[C@H:12]([OH:20])[C:13]([O:15][C:16]([CH3:19])([CH3:18])[CH3:17])=[O:14])[CH:2]=[CH:3][C:4]1[CH:9]=[CH:8][CH:7]=[CH:6][CH:5]=1.IN1C(=[O:41])CCC1=O>>[C:1]([N:10]([C@@H:27]([CH3:34])[C:28]1[CH:29]=[CH:30][CH:31]=[CH:32][CH:33]=1)[C@@H:11]([C:21]1[CH:22]=[CH:23][CH:24]=[CH:25][CH:26]=1)[C@H:12]([OH:20])[C:13]([O:15][C:16]([CH3:19])([CH3:18])[CH3:17])=[O:14])(=[O:41])[CH:2]=[CH:3][C:4]1[CH:5]=[CH:6][CH:7]=[CH:8][CH:9]=1. Reported procedure: Compound (28) from Example 13 (0.200 g, 0.44 mmol) was treated with N-iodosuccinimide (0.197 g, 0.88 mmol) using standard iodoetherification conditions. Flash chromatography of the product on silica gel [ethyl acetate/petroleum (1:9)] afforded the title compound (54) (Rf 0.50) as a yellow oil (0.093 g, 45%). δH (200 MHz; CDCl3) 7.72 (1H, d, J=16.0, CH=CHPh), 7.57-7.22 (15H, m, Ph), 6.51 (1H, d, J=16.0, PhCH=CH), 5.45 (1H, d, J=4.9, CHCHOH), 4.25 (1H, d, J=4.9, PhCHCH), 3.81 (1H, d, J=6.5, PhCHCH... Starting materials: COC(C=CC(C1CCCCC1)NC(=O)OC(C)(C)C)=O (4-tert-butoxycarbonylamino-4-cyclohexyl-but-2-enoic acid methyl ester). The reagents and catalysts are [Pd] (Pd—C). Solvent: CO (MeOH). Run at time 4 hour. Yields the product COC(CCC(C1CCCCC1)NC(=O)OC(C)(C)C)=O (4-tert-butoxycarbonylamino-4-cyclohexyl-butyric acid methyl ester). Reaction SMILES: [CH3:1][O:2][C:3](=[O:21])[CH:4]=[CH:5][CH:6]([NH:13][C:14]([O:16][C:17]([CH3:20])([CH3:19])[CH3:18])=[O:15])[CH:7]1[CH2:12][CH2:11][CH2:10][CH2:9][CH2:8]1>CO.[Pd]>[CH3:1][O:2][C:3](=[O:21])[CH2:4][CH2:5][CH:6]([NH:13][C:14]([O:16][C:17]([CH3:19])([CH3:18])[CH3:20])=[O:15])[CH:7]1[CH2:8][CH2:9][CH2:10][CH2:11][CH2:12]1. Procedure: To a solution of 4-tert-butoxycarbonylamino-4-cyclohexyl-but-2-enoic acid methyl ester (9 g, 30 mmol) in MeOH (100 mL) was added Pd—C (10% on activated carbon) (1 g) under N2, and the reaction mixture was subjected to hydrogenation under 20 psi for 4 hours. The catalyst was filtered out, and the MeOH was evaporated to yield 4-tert-butoxycarbonylamino-4-cyclohexyl-butyric acid methyl ester as a white solid. The reactants are C(=O)C1=NC=CC=C1C(C)(C)OC(C)=O (acetic acid 1-(2-formyl-pyridin-3-yl)-1-methyl-ethyl ester), C(C)(C)(C)OC(NCCCCNCC1=NC=C(C=C1C)C)=O ({4-[(3,5-dimethyl-pyridin-2-ylmethyl)-amino]-butyl}-carbamic acid tert-butyl ester). Yields the product C(C)(C)(C)OC(=O)NCCCCN(CC1=NC=C(C=C1C)C)CC1=NC=CC=C1C(C)(C)OC(C)=O (acetic acid 1-(2-{[(4-tert-butoxycarbonylamino-butyl)-(3,5-dimethyl-pyridin-2-ylmethyl)-amino]-methyl}-pyridin-3-yl)-1-methyl-ethyl ester). RXN SMILES: [CH:1]([C:3]1[C:8]([C:9]([O:12][C:13](=[O:15])[CH3:14])([CH3:11])[CH3:10])=[CH:7][CH:6]=[CH:5][N:4]=1)=O.[C:16]([O:20][C:21](=[O:37])[NH:22][CH2:23][CH2:24][CH2:25][CH2:26][NH:27][CH2:28][C:29]1[C:34]([CH3:35])=[CH:33][C:32]([CH3:36])=[CH:31][N:30]=1)([CH3:19])([CH3:18])[CH3:17]>>[C:16]([O:20][C:21]([NH:22][CH2:23][CH2:24][CH2:25][CH2:26][N:27]([CH2:1][C:3]1[C:8]([C:9]([O:12][C:13](=[O:15])[CH3:14])([CH3:11])[CH3:10])=[CH:7][CH:6]=[CH:5][N:4]=1)[CH2:28][C:29]1[C:34]([CH3:35])=[CH:33][C:32]([CH3:36])=[CH:31][N:30]=1)=[O:37])([CH3:17])([CH3:19])[CH3:18]. Reported procedure: Using general procedure B with acetic acid 1-(2-formyl-pyridin-3-yl)-1-methyl-ethyl ester and {4-[(3,5-dimethyl-pyridin-2-ylmethyl)-amino]-butyl}-carbamic acid tert-butyl ester gave acetic acid 1-(2-{[(4-tert-butoxycarbonylamino-butyl)-(3,5-dimethyl-pyridin-2-ylmethyl)-amino]-methyl}-pyridin-3-yl)-1-methyl-ethyl ester was obtained as a colorless oil. 1H NMR (CDCl3) δ 1.35 (m, 2H), 1.43 (s, 9H), 1.55 (m, 2H), 1.76 (s, 6H), 1.95 (s, 3H), 2.13 (s, 3H), 2.26 (s, 3H), 2.60 (t, 2H, J=6.0 Hz), 2.98 (m,...